From a dataset of the Open Reaction Database (ORD), a public repository of structured organic reaction records. describe an organic reaction: reactants, conditions, products, and yield The reactants are COC1=CC2=C(N=C(O2)C=2C=NC(=NC2)NC(OC(C)(C)C)=O)C=C1 (tert-butyl [5-(6-methoxy-1,3-benzoxazol-2-yl)pyrimidin-2-yl]carbamate), FCCN(C(OC(C)(C)C)=O)C1=NC=C(C=C1)C=1OC2=C(N1)C=CC(=C2)OC (tert-butyl (2-fluoroethyl)[5-(6-methoxy-1,3-benzoxazol-2-yl)pyridin-2-yl]carbamate). Yields the product FCCN(C(OC(C)(C)C)=O)C1=NC=C(C=N1)C=1OC2=C(N1)C=CC(=C2)OC (tert-Butyl (2-fluoroethyl)[5-(6-methoxy-1,3-benzoxazol-2-yl)pyrimidin-2-yl]carbamate). RXN SMILES: [CH3:1][O:2][C:3]1[CH:25]=[CH:24][C:6]2[N:7]=[C:8]([C:10]3[CH:11]=[N:12][C:13]([NH:16][C:17](=[O:23])[O:18][C:19]([CH3:22])([CH3:21])[CH3:20])=[N:14][CH:15]=3)[O:9][C:5]=2[CH:4]=1.[F:26][CH2:27][CH2:28]N(C1C=CC(C2OC3C=C(OC)C=CC=3N=2)=CN=1)C(=O)OC(C)(C)C>>[F:26][CH2:27][CH2:28][N:16]([C:13]1[N:14]=[CH:15][C:10]([C:8]2[O:9][C:5]3[CH:4]=[C:3]([O:2][CH3:1])[CH:25]=[CH:24][C:6]=3[N:7]=2)=[CH:11][N:12]=1)[C:17](=[O:23])[O:18][C:19]([CH3:22])([CH3:20])[CH3:21]. Reported procedure: The title intermediate was synthesized from tert-butyl [5-(6-methoxy-1,3-benzoxazol-2-yl)pyrimidin-2-yl]carbamate according to the procedure described for tert-butyl (2-fluoroethyl)[5-(6-methoxy-1,3-benzoxazol-2-yl)pyridin-2-yl]carbamate to give 128 mg. 1H NMR 400 MHz, Chloroform-d) δ ppm 9.33 (s, 2H) 7.66 (d, 1H) 7.14 (d, 1H) 7.00 (dd, 1H) 4.79 (t, 1H) 4.67 (t, 1H) 4.42 (t, 1H) 4.37 (t, 1H) 3.90 (s, 3 H) 1.57 (s, 9H) MS m/z 389 (M+H). The reactants are C(=O)(Cl)Cl (phosgene), C([O-])([O-])=O.[K+].[K+] (potassium carbonate), ClC1=C(OC2CN(C2)C(C2=CC=CC=C2)C2=CC=CC=C2)C=C(C=C1)C(F)(F)F (3-[2-chloro-5-(trifluoromethyl)phenoxy]-1-(diphenylmethyl)azetidine). The solvent is C(Cl)Cl (methylene chloride), C(Cl)Cl (methylene chloride). The product is ClC1=C(OC2CN(C2)C(=O)Cl)C=C(C=C1)C(F)(F)F (3-[2-Chloro-5-(trifluoromethyl)phenoxy]-1-azetidinecarbonyl chloride). The yield is 67.0%. As a reaction SMILES: [C:1]([Cl:4])(Cl)=[O:2].C(=O)([O-])[O-].[K+].[K+].[Cl:11][C:12]1[CH:35]=[CH:34][C:33]([C:36]([F:39])([F:38])[F:37])=[CH:32][C:13]=1[O:14][CH:15]1[CH2:18][N:17](C(C2C=CC=CC=2)C2C=CC=CC=2)[CH2:16]1>C(Cl)Cl>[Cl:11][C:12]1[CH:35]=[CH:34][C:33]([C:36]([F:37])([F:39])[F:38])=[CH:32][C:13]=1[O:14][CH:15]1[CH2:16][N:17]([C:1]([Cl:4])=[O:2])[CH2:18]1 |f:1.2.3|. Procedure details: A mixture of 13.5 g (0.14 mol) of phosgene and 19.4 g (0.14 mol) of potassium carbonate in 300 mL of methylene chloride was stirred under nitrogen while cooling in an ice bath. The cold reaction mixture was treated with a solution of 47.6 g (0.114 mol) of 3-[2-chloro-5-(trifluoromethyl)phenoxy]-1-(diphenylmethyl)azetidine in 100 mL of methylene chloride added dropwise. After stirring for 16 hr as the reaction mixture warmed to ambient temperature, it was again cooled in an ice bath while small p... Starting materials: ClC1=CC2=C(C=N1)C(=NN2C(C2=CC=CC=C2)(C2=CC=CC=C2)C2=CC=CC=C2)NCC (6-Chloro-N-ethyl-1-trityl-1H-pyrazolo[4,3-c]pyridin-3-amine), C1(=CC=CC=C1)[C@@H](C)NC(=O)N ((R)-1-(1-phenylethyl)urea), CC(C)([O-])C.[Na+] (sodium tert-butoxide). The reagents and catalysts are CC(C)C1=CC(=C(C(=C1)C(C)C)C2=C(C=CC(=C2P(C3CCCCC3)C4CCCCC4)OC)OC)C(C)C (BrettPhos). Run in C1CCOC1 (THF). Reaction conditions: temperature 50 celsius. Yields the product C(C)NC1=NN(C2=C1C=NC(=C2)NC(=O)N[C@H](C)C2=CC=CC=C2)C(C2=CC=CC=C2)(C2=CC=CC=C2)C2=CC=CC=C2 ((R)-1-(3-(ethylamino)-1-trityl-1H-pyrazolo[4,3-c]pyridin-6-yl)-3-(1-phenylethyl)urea). As a reaction SMILES: Cl[C:2]1[N:7]=[CH:6][C:5]2[C:8]([NH:30][CH2:31][CH3:32])=[N:9][N:10]([C:11]([C:24]3[CH:29]=[CH:28][CH:27]=[CH:26][CH:25]=3)([C:18]3[CH:23]=[CH:22][CH:21]=[CH:20][CH:19]=3)[C:12]3[CH:17]=[CH:16][CH:15]=[CH:14][CH:13]=3)[C:4]=2[CH:3]=1.[C:33]1([C@H:39]([NH:41][C:42]([NH2:44])=[O:43])[CH3:40])[CH:38]=[CH:37][CH:36]=[CH:35][CH:34]=1.CC(C)([O-])C.[Na+]>CC(C1C=C(C(C)C)C(C2C(P(C3CCCCC3)C3CCCCC3)=C(OC)C=CC=2OC)=C(C(C)C)C=1)C.C1COCC1>[CH2:31]([NH:30][C:8]1[C:5]2[CH:6]=[N:7][C:2]([NH:44][C:42]([NH:41][C@@H:39]([C:33]3[CH:38]=[CH:37][CH:36]=[CH:35][CH:34]=3)[CH3:40])=[O:43])=[CH:3][C:4]=2[N:10]([C:11]([C:12]2[CH:13]=[CH:14][CH:15]=[CH:16][CH:17]=2)([C:18]2[CH:19]=[CH:20][CH:21]=[CH:22][CH:23]=2)[C:24]2[CH:29]=[CH:28][CH:27]=[CH:26][CH:25]=2)[N:9]=1)[CH3:32] |f:2.3|. Reported procedure: 6-Chloro-N-ethyl-1-trityl-1H-pyrazolo[4,3-c]pyridin-3-amine (3 g, 6.83 mmol), (R)-1-(1-phenylethyl)urea (1.68 g, 10.25 mmol), and BrettPhos pre-catalyst (546 mg, 0.68 mmol) were taken up in THF (13 mL). The resulting mixture was degassed for 5 min followed by addition of sodium tert-butoxide (6834 μL, 13.67 mmol) at room temperature. After the mixture was degassed again for 5 min, the reaction was heated to 50° C. under N2 for 6 h, Room temperature was attained, sat NH4Cl was added, and the mixt... The reactants are N1(CCOCC1)C(=O)N1CC(CC(C1)C1=CC=C(C=C1)OC(F)(F)F)C(=O)NNC(=O)C1=CC=CC=C1 (1-(Morpholin-4-ylcarbonyl)-N′-(phenylcarbonyl)-5-[4-(trifluoromethoxy)phenyl]piperidine-3-carbohydrazide), COC=1C=CC(=CC1)P2(=S)SP(=S)(S2)C=3C=CC(=CC3)OC (Lawesson reagent). Yields the product N1(CCOCC1)C(=O)N1CC(CC(C1)C1=CC=C(C=C1)OC(F)(F)F)C=1SC(=NN1)C1=CC=CC=C1 (Morpholin-4-yl{3-(5-phenyl-1,3,4-thiadiazol-2-yl)-5-[4-(trifluoromethoxy)phenyl]piperidin-1-yl}-methanone). As a reaction SMILES: [N:1]1([C:7]([N:9]2[CH2:14][CH:13]([C:15]3[CH:20]=[CH:19][C:18]([O:21][C:22]([F:25])([F:24])[F:23])=[CH:17][CH:16]=3)[CH2:12][CH:11]([C:26]([NH:28][NH:29][C:30]([C:32]3[CH:37]=[CH:36][CH:35]=[CH:34][CH:33]=3)=O)=O)[CH2:10]2)=[O:8])[CH2:6][CH2:5][O:4][CH2:3][CH2:2]1.COC1C=CC(P2(SP(C3C=CC(OC)=CC=3)(=S)S2)=[S:47])=CC=1>>[N:1]1([C:7]([N:9]2[CH2:14][CH:13]([C:15]3[CH:20]=[CH:19][C:18]([O:21][C:22]([F:25])([F:24])[F:23])=[CH:17][CH:16]=3)[CH2:12][CH:11]([C:26]3[S:47][C:30]([C:32]4[CH:37]=[CH:36][CH:35]=[CH:34][CH:33]=4)=[N:29][N:28]=3)[CH2:10]2)=[O:8])[CH2:6][CH2:5][O:4][CH2:3][CH2:2]1. Procedure: 132 mg (0.239 mmol) of the compound from Example 123A and 193 mg (0.478 mmol) of Lawesson reagent were reacted according to the General Method 9. Yield: 40 mg (32% of theory) Starting materials: C[O-], CO, FC(F)Cl, [Na+], COC(=O)c1cc(O)cnc1C1=NC(C)(C(C)C)C(=O)N1. Yields the product COC(=O)c1cc(OC(F)F)cnc1C1=NC(C)(C(C)C)C(=O)N1. Reaction SMILES: [CH3:22][O-:23].[CH3:29][OH:30].[Cl:25][CH:26]([F:27])[F:28].[Na+:24].[OH:1][c:2]1[cH:3][n:4][c:5]([C:12]2=[N:16][C:15]([CH3:17])([CH:18]([CH3:19])[CH3:20])[C:14](=[O:21])[NH:13]2)[c:6]([C:7](=[O:8])[O:9][CH3:10])[cH:11]1>>[O:1]([c:2]1[cH:3][n:4][c:5]([C:12]2=[N:16][C:15]([CH3:17])([CH:18]([CH3:19])[CH3:20])[C:14](=[O:21])[NH:13]2)[c:6]([C:7](=[O:8])[O:9][CH3:10])[cH:11]1)[CH:26]([F:27])[F:28].